From a dataset of the Open Reaction Database (ORD), a public repository of structured organic reaction records. describe an organic reaction: reactants, conditions, products, and yield The reactants are ClC1=C(C=NC=2N1N=CC2C(=O)OCC)C(=O)N2CCC(CC2)C2=CC=CC=C2 (7-Chloro-3-ethoxycarbonyl-6-(4-phenylpiperidine-1-carbonyl)pyrazolo[1,5-a]pyrimidine), NC=1C=CC=C2C=CNC12 (7-aminoindole). Product: C(C)OC(=O)C=1C=NN2C1N=CC(=C2NC=2C=CC=C1C=CNC21)C(=O)N2CCC(CC2)C2=CC=CC=C2 (3-Ethoxycarbonyl-7-(7-indolylamino)-6-(4-phenylpiperidine-1-carbonyl)pyrazolo[1,5-a]pyrimidine). Yield: 99.9%. RXN SMILES: Cl[C:2]1[N:7]2[N:8]=[CH:9][C:10]([C:11]([O:13][CH2:14][CH3:15])=[O:12])=[C:6]2[N:5]=[CH:4][C:3]=1[C:16]([N:18]1[CH2:23][CH2:22][CH:21]([C:24]2[CH:29]=[CH:28][CH:27]=[CH:26][CH:25]=2)[CH2:20][CH2:19]1)=[O:17].[NH2:30][C:31]1[CH:32]=[CH:33][CH:34]=[C:35]2[C:39]=1[NH:38][CH:37]=[CH:36]2>>[CH2:14]([O:13][C:11]([C:10]1[CH:9]=[N:8][N:7]2[C:2]([NH:30][C:31]3[CH:32]=[CH:33][CH:34]=[C:35]4[C:39]=3[NH:38][CH:37]=[CH:36]4)=[C:3]([C:16]([N:18]3[CH2:23][CH2:22][CH:21]([C:24]4[CH:29]=[CH:28][CH:27]=[CH:26][CH:25]=4)[CH2:20][CH2:19]3)=[O:17])[CH:4]=[N:5][C:6]=12)=[O:12])[CH3:15]. Procedure details: In the same manner as in Example 19, step 5 and using 7-chloro-3-ethoxycarbonyl-6-(4-phenylpiperidine-1-carbonyl)pyrazolo[1,5-a]pyrimidine (0.25 g, 0.61 mmol) obtained in Example 19, step 4 and 7-aminoindole (0.128 g, 0.97 mmol), the title compound (0.310 g, 99%) was obtained. Starting materials: S(=O)(Cl)Cl (Thionyl chloride), BrC1=CC=C(S1)C(=O)O (5-bromo-thiophene-2-carboxylic acid), CO (MeOH). Run at time 8 hour. Yields the product COC(=O)C=1SC(=CC1)Br (5-bromo-thiophene-2-carboxylic acid methyl ester). As a reaction SMILES: S(Cl)(Cl)=O.[Br:5][C:6]1[S:10][C:9]([C:11]([OH:13])=[O:12])=[CH:8][CH:7]=1.[CH3:14]O>>[CH3:14][O:12][C:11]([C:9]1[S:10][C:6]([Br:5])=[CH:7][CH:8]=1)=[O:13]. Procedure details: Thionyl chloride (350 mg, 3.0 mmol) was added to cold (0° C.) solution of 5-bromo-thiophene-2-carboxylic acid (100 mg, 0.4 mmol) in MeOH (2 mL) and stirred at ambient temperature overnight. The reaction mixture was concentrated under reduced pressure The residue was diluted with ethylacetate. The organic layer was washed with water followed by saturated brine solution, dried over sodium sulfate and concentrated under reduced pressure to afford 200 mg of 5-bromo-thiophene-2-carboxylic acid methyl...